From a dataset of the Open Reaction Database (ORD), a public repository of structured organic reaction records. describe an organic reaction: reactants, conditions, products, and yield Product: NC1=CC=C(C=C1)CCCC(N(CCCCCCC)CCCC)C (4-amino-N-butyl-N-heptyl-α-methylbenzenebutanamine). Starting materials: C(CCC)N(C(CCCC1=CC=C(C=C1)[N+](=O)[O-])C)CCCCCCC (N-butyl-N-heptyl-α-methyl-4-nitrobenzenebutanamine), [H][H] (Hydrogen). Yield: 90.6%. Procedure: A solution of 16.2 g (0.045 mol) of N-butyl-N-heptyl-α-methyl-4-nitrobenzenebutanamine in 182 ml of ethanol was hydrogenated at room temperature overnight in the presence of 1.6 g of 5% palladium-on-carbon. Hydrogen uptake observed was 74% of theoretical. The reaction mixture was filtered through Celite and the filtrate was evaporated under reduced pressure. The resulting material indicated the presence of one spot by thin-layer chromatography and afforded 13.56 g of 4-amino-N-butyl-N-heptyl-α-m... Reagents/catalysts: [Pd] (palladium-on-carbon). Run in C(C)O (ethanol). RXN SMILES: [CH2:1]([N:5]([CH2:20][CH2:21][CH2:22][CH2:23][CH2:24][CH2:25][CH3:26])[CH:6]([CH3:19])[CH2:7][CH2:8][CH2:9][C:10]1[CH:15]=[CH:14][C:13]([N+:16]([O-])=O)=[CH:12][CH:11]=1)[CH2:2][CH2:3][CH3:4].[H][H]>C(O)C.[Pd]>[NH2:16][C:13]1[CH:14]=[CH:15][C:10]([CH2:9][CH2:8][CH2:7][CH:6]([CH3:19])[N:5]([CH2:1][CH2:2][CH2:3][CH3:4])[CH2:20][CH2:21][CH2:22][CH2:23][CH2:24][CH2:25][CH3:26])=[CH:11][CH:12]=1. Starting materials: N#Cc1cccc(OCC(N)CC(=O)OCc2ccccc2)c1, CN(C)C(=O)c1ccc(C(=O)O)cc1, CCN=C=NCCCN(C)C, CCOC(C)=O, ClCCl, Cl, Cl, Cl, [Na+], [OH-], On1nnc2ccccc21. Yields the product CN(C)C(=O)c1ccc(C(=O)NC(COc2cccc(C#N)c2)CC(=O)OCc2ccccc2)cc1. Reaction SMILES: [C:4](#[N:5])[c:6]1[cH:7][c:8]([O:9][CH2:10][CH:11]([CH2:12][C:13](=[O:14])[O:15][CH2:16][c:17]2[cH:18][cH:19][cH:20][cH:21][cH:22]2)[NH2:23])[cH:24][cH:25][cH:26]1.[CH3:27][N:28]([C:29](=[O:30])[c:31]1[cH:32][cH:33][c:34]([C:35](=[O:36])[OH:37])[cH:38][cH:39]1)[CH3:40].[CH3:42][N:43]([CH3:44])[CH2:45][CH2:46][CH2:47][N:48]=[C:49]=[N:50][CH2:51][CH3:52].[CH3:67][CH2:68][O:69][C:70](=[O:71])[CH3:72].[Cl:64][CH2:65][Cl:66].[ClH:3].[ClH:41].[ClH:63].[Na+:2].[OH-:1].[OH:53][n:54]1[c:55]2[cH:56][cH:57][cH:58][cH:59][c:60]2[n:61][n:62]1>>[C:4](#[N:5])[c:6]1[cH:7][c:8]([O:9][CH2:10][CH:11]([CH2:12][C:13](=[O:14])[O:15][CH2:16][c:17]2[cH:18][cH:19][cH:20][cH:21][cH:22]2)[NH:23][C:35]([c:34]2[cH:33][cH:32][c:31]([C:29]([N:28]([CH3:27])[CH3:40])=[O:30])[cH:39][cH:38]2)=[O:36])[cH:24][cH:25][cH:26]1. Starting materials: CC(CCC#N)(C(C)=O)C (4,4-dimethyl-5-oxohexanenitrile), liquid, N (ammonia). The yield is 88.0%. The solvent is [H][H] (hydrogen). Procedure details: 21 g of 4,4-dimethyl-5-oxohexanenitrile (purity 97.2%) and 180 g of liquid ammonia were pumped hourly from bottom to top at 250 bar and 80° C. through a tubular reactor (diameter 0.16 mm, fill level 50 cm, oil-heated twin jacket) arranged before the hydrogenation reactor and filled with 63.5 g (100 ml) of titanium dioxide (anatase). in the form of 1.5 mm pellets. 100 l (s.t.p.)/h of hydrogen were subsequently passed in, and the product discharged from the upstream imination reactor was passed th... RXN SMILES: [CH3:1][C:2]([CH3:10])([C:7](=O)[CH3:8])[CH2:3][CH2:4][C:5]#[N:6].[NH3:11]>[O-2].[O-2].[Ti+4].[H][H]>[CH3:1][C:2]([CH3:10])([CH:7]([NH2:11])[CH3:8])[CH2:3][CH2:4][CH2:5][NH2:6] |f:2.3.4|. Product: CC(CCCN)(C(C)N)C (4,4-dimethyl-1,5-hexanediamine). The reagents and catalysts are [O-2].[O-2].[Ti+4] (titanium dioxide). The reactants are CCO, Cc1ccc([N+](=O)[O-])cc1C#N, [H][H]. Product: Cc1ccc(N)cc1C#N. RXN SMILES: [CH3:15][CH2:16][OH:17].[CH3:1][c:2]1[c:3]([C:4]#[N:5])[cH:6][c:7]([N+:10]([O-:11])=[O:12])[cH:8][cH:9]1.[H:13][H:14]>>[CH3:1][c:2]1[c:3]([C:4]#[N:5])[cH:6][c:7]([NH2:10])[cH:8][cH:9]1. Starting materials: CC(=O)O, CCO, [Fe], CC=CCn1c(N2CCCC(NC(=O)OC(C)(C)C)C2)nc2c1c(=O)n(CC(=O)c1ccccc1[N+](=O)[O-])c(=O)n2C, O. Product: CC=CCn1c(N2CCCC(NC(=O)OC(C)(C)C)C2)nc2c1c(=O)n(CC(=O)c1ccccc1N)c(=O)n2C. RXN SMILES: [CH3:44][C:45](=[O:46])[OH:47].[CH3:48][CH2:49][OH:50].[Fe:51].[N+:1]([O-:2])(=[O:3])[c:4]1[c:5]([C:10]([CH2:11][n:12]2[c:13](=[O:14])[n:15]([CH3:41])[c:16]3[n:17][c:18]([N:27]4[CH2:28][CH:29]([NH:33][C:34](=[O:35])[O:36][C:37]([CH3:38])([CH3:39])[CH3:40])[CH2:30][CH2:31][CH2:32]4)[n:19]([CH2:23][CH:24]=[CH:25][CH3:26])[c:20]3[c:21]2=[O:22])=[O:42])[cH:6][cH:7][cH:8][cH:9]1.[OH2:43]>>[NH2:1][c:4]1[c:5]([C:10]([CH2:11][n:12]2[c:13](=[O:14])[n:15]([CH3:41])[c:16]3[n:17][c:18]([N:27]4[CH2:28][CH:29]([NH:33][C:34](=[O:35])[O:36][C:37]([CH3:38])([CH3:39])[CH3:40])[CH2:30][CH2:31][CH2:32]4)[n:19]([CH2:23][CH:24]=[CH:25][CH3:26])[c:20]3[c:21]2=[O:22])=[O:42])[cH:6][cH:7][cH:8][cH:9]1. Reactants: ClCCl, COc1c(CO)ccn2c(=O)n(COCC[Si](C)(C)C)nc12. Product: COc1c(C=O)ccn2c(=O)n(COCC[Si](C)(C)C)nc12. As a reaction SMILES: [Cl:23][CH2:24][Cl:25].[OH:1][CH2:2][c:3]1[c:4]([O:21][CH3:22])[c:5]2[n:6]([cH:7][cH:8]1)[c:9](=[O:20])[n:10]([CH2:12][O:13][CH2:14][CH2:15][Si:16]([CH3:17])([CH3:18])[CH3:19])[n:11]2>>[O:1]=[CH:2][c:3]1[c:4]([O:21][CH3:22])[c:5]2[n:6]([cH:7][cH:8]1)[c:9](=[O:20])[n:10]([CH2:12][O:13][CH2:14][CH2:15][Si:16]([CH3:17])([CH3:18])[CH3:19])[n:11]2.